Dataset: the Open Reaction Database (ORD), a public repository of structured organic reaction records. Task: describe an organic reaction: reactants, conditions, products, and yield Starting materials: Clc1cc(Br)cnc1Cl, CC(C)(C)[O-], Cc1ccccc1, CC(C)(C)OC(=O)N1CC2CNCC21, [Na+], O=C(C=Cc1ccccc1)C=Cc1ccccc1, O=C(C=Cc1ccccc1)C=Cc1ccccc1, O=C(C=Cc1ccccc1)C=Cc1ccccc1, [Pd], [Pd]. Product: CC(C)(C)OC(=O)N1CC2CN(c3cnc(Cl)c(Cl)c3)CC21. Reaction SMILES: [Br:15][c:16]1[cH:17][c:18]([Cl:23])[c:19]([Cl:22])[n:20][cH:21]1.[CH3:24][C:25]([CH3:26])([O-:27])[CH3:28].[CH3:30][c:31]1[cH:32][cH:33][cH:34][cH:35][cH:36]1.[CH:1]12[CH2:2][NH:3][CH2:4][CH:5]1[N:6]([C:8](=[O:9])[O:10][C:11]([CH3:12])([CH3:13])[CH3:14])[CH2:7]2.[Na+:29].[O:39]=[C:40]([CH:41]=[CH:42][c:43]1[cH:44][cH:45][cH:46][cH:47][cH:48]1)[CH:49]=[CH:50][c:51]1[cH:52][cH:53][cH:54][cH:55][cH:56]1.[O:57]=[C:58]([CH:59]=[CH:60][c:61]1[cH:62][cH:63][cH:64][cH:65][cH:66]1)[CH:67]=[CH:68][c:69]1[cH:70][cH:71][cH:72][cH:73][cH:74]1.[O:75]=[C:76]([CH:77]=[CH:78][c:79]1[cH:80][cH:81][cH:82][cH:83][cH:84]1)[CH:85]=[CH:86][c:87]1[cH:88][cH:89][cH:90][cH:91][cH:92]1.[Pd:37].[Pd:38]>>[CH:1]12[CH2:2][N:3]([c:16]3[cH:17][c:18]([Cl:23])[c:19]([Cl:22])[n:20][cH:21]3)[CH2:4][CH:5]1[N:6]([C:8](=[O:9])[O:10][C:11]([CH3:12])([CH3:13])[CH3:14])[CH2:7]2.